Dataset: the Open Reaction Database (ORD), a public repository of structured organic reaction records. Task: describe an organic reaction: reactants, conditions, products, and yield Starting materials: C(C1=CC=CC=C1)OC(N[C@H]1C(N(C(C1)=O)CC1=CC=CC=C1)=O)=O ((R)-(1-benzyl-2,5-dioxo-pyrrolidin-3-yl)-carbamic acid benzyl ester), C(C)(=O)O (acetic acid). Reagents/catalysts: [Pd] (Pd/C). Run at time 20 minute. Yields the product C(C)(=O)O.N[C@H]1C(N(C(C1)=O)CC1=CC=CC=C1)=O (3-(R)-amino-1-benzyl-pyrrolidin-2,5-dione acetic acid). Isolated yield 78.0%. As a reaction SMILES: C(OC(=O)[NH:10][C@@H:11]1[CH2:15][C:14](=[O:16])[N:13]([CH2:17][C:18]2[CH:23]=[CH:22][CH:21]=[CH:20][CH:19]=2)[C:12]1=[O:24])C1C=CC=CC=1.[C:26]([OH:29])(=[O:28])[CH3:27]>[Pd]>[C:26]([OH:29])(=[O:28])[CH3:27].[NH2:10][C@@H:11]1[CH2:15][C:14](=[O:16])[N:13]([CH2:17][C:18]2[CH:19]=[CH:20][CH:21]=[CH:22][CH:23]=2)[C:12]1=[O:24] |f:3.4|. Reported procedure: A solution of 7.80 g of (R)-(1-benzyl-2,5-dioxo-pyrrolidin-3-yl)-carbamic acid benzyl ester (93% (R)-isomer) in 160 ml of acetic acid was treated with 0.78 g of 10% Pd/C (commercially available from Degussa; 1835) and hydrogenated at 30° C. for 20 min whereupon TLC and HPLC indicated completion of the reaction. The reaction mixture was filtered, evaporated and the residue crystallized from EtOAc and n-hexane to give 5.80 g (78%) of 3-(R)-amino-1-benzyl-pyrrolidin-2,5-dione acetic acid (1:2) as w... Reactants: O[C@@H](C(=O)O)CC1=CC=CC=C1 ((R)-2-hydroxy-3-phenylpropionic acid), NC1CCC2N=C3C=CC=CC3=C21 (racemic aminotetrahydrocyclopenta[b]indole), ( 3 ). Yields the product N[C@H]1CCC2N=C3C=CC=CC3=C21 ((S)-aminotetrahydrocyclopenta[b]indole), ( 8 ). RXN SMILES: [NH2:1][CH:2]1[C:13]2[CH:5]([N:6]=[C:7]3[C:12]=2[CH:11]=[CH:10][CH:9]=[CH:8]3)[CH2:4][CH2:3]1.O[C@H](CC1C=CC=CC=1)C(O)=O>>[NH2:1][C@@H:2]1[C:13]2[CH:5]([N:6]=[C:7]3[C:12]=2[CH:11]=[CH:10][CH:9]=[CH:8]3)[CH2:4][CH2:3]1. Procedure: In Step B, the racemic aminotetrahydrocyclopenta[b]indole of formula (3) is resolved using (R)-2-hydroxy-3-phenylpropionic acid to obtain the salt of the (S)-aminotetrahydrocyclopenta[b]indole of formula (8). The salt formation is preferably done in isopropanol, with heating for about 1 to 6 hours, followed by cooling to obtain the desired enantiomer. Starting materials: OC(C(=O)O)CC ((±)-2-hydroxybutanoic acid), [Na] (sodium), C(C1=CC=CC=C1)Br (benzyl bromide). Solvent: CN(C)C=O (DMF). Run at temperature 100 celsius. Product: OC(C(=O)OCC1=CC=CC=C1)CC (benzyl (±)-2-hydroxybutanoate). Yield: 95.0%. RXN SMILES: [OH:1][CH:2]([CH2:6][CH3:7])[C:3]([OH:5])=[O:4].[Na].[CH2:9](Br)[C:10]1[CH:15]=[CH:14][CH:13]=[CH:12][CH:11]=1>CN(C=O)C>[OH:1][CH:2]([CH2:6][CH3:7])[C:3]([O:5][CH2:9][C:10]1[CH:15]=[CH:14][CH:13]=[CH:12][CH:11]=1)=[O:4] |^1:7|. Reported procedure: To a solution of (±)-2-hydroxybutanoic acid, sodium salt (2.54 g, 20.1 mmol) in dry DMF (30 ml) was added benzyl bromide (2.9 mL, 1.2 eq) and anhydrous KI (330 mg, 0.1 eq). The suspension was heated at 100° C. for 24 hours and the DMF was distilled off under reduced pressure. The residue was taken up in ether, washed with water and saturated Na2S2O3, dried (MgSO4), and concentrated. Distillation of the residual oil afforded 3.7 g (95%) of benzyl (±)-2-hydroxybutanoate as a colorless oil, b.p. 95...